Dataset: the Open Reaction Database (ORD), a public repository of structured organic reaction records. Task: describe an organic reaction: reactants, conditions, products, and yield Reactants: O=C([O-])[O-], CCC#CCCCCCCCCO, CN1CCOCC1, CO, [Ca+2]. Product: CCC=CCCCCCCCCO. As a reaction SMILES: [C:21](=[O:22])([O-:23])[O-:24].[CH2:1]([CH2:2][CH2:3][CH2:4][CH2:5][CH2:6][CH2:7][CH2:8][C:9]#[C:10][CH2:11][CH3:12])[OH:13].[CH3:14][N:15]1[CH2:16][CH2:17][O:18][CH2:19][CH2:20]1.[CH3:26][OH:27].[Ca+2:25]>>[CH2:1]([CH2:2][CH2:3][CH2:4][CH2:5][CH2:6][CH2:7][CH2:8][CH:9]=[CH:10][CH2:11][CH3:12])[OH:13].